From a dataset of the Open Reaction Database (ORD), a public repository of structured organic reaction records. describe an organic reaction: reactants, conditions, products, and yield Reactants: N1=C(C=CC=C1)C1=NOC(=N1)C1=CC(=CC(=C1)O)C#N (3-(2-pyridyl)-5-(3-cyano-5-hydroxyphenyl)-1,2,4-oxadiazole), C([O-])([O-])=O.[K+].[K+] (potassium carbonate), CN(C(=O)Cl)C (dimethylcarbamyl chloride). The solvent is CN(C=O)C (N,N-dimethylformamide), ClCCl (dichloromethane). Run at temperature 140 celsius. The product is N1=C(C=CC=C1)C1=NOC(=N1)C1=CC(=CC(=C1)C(=O)N(C)C)C#N (3-(2-pyridyl)-5-(3-cyano-5-(dimethylamino)carbonylphenyl)-1,2,4-oxadiazole). The yield is 6.3%. As a reaction SMILES: [N:1]1[CH:6]=[CH:5][CH:4]=[CH:3][C:2]=1[C:7]1[N:11]=[C:10]([C:12]2[CH:17]=[C:16](O)[CH:15]=[C:14]([C:19]#[N:20])[CH:13]=2)[O:9][N:8]=1.C(=O)([O-])[O-].[K+].[K+].[CH3:27][N:28]([CH3:32])[C:29](Cl)=[O:30]>CN(C)C=O.ClCCl>[N:1]1[CH:6]=[CH:5][CH:4]=[CH:3][C:2]=1[C:7]1[N:11]=[C:10]([C:12]2[CH:17]=[C:16]([C:29]([N:28]([CH3:32])[CH3:27])=[O:30])[CH:15]=[C:14]([C:19]#[N:20])[CH:13]=2)[O:9][N:8]=1 |f:1.2.3|. Reported procedure: A mixture of 3-(2-pyridyl)-5-(3-cyano-5-hydroxyphenyl)-1,2,4-oxadiazole (39 mg, 0.15 mmol), potassium carbonate (32 mg, 0.30 mmol) and dimethylcarbamyl chloride (27 μL, 0.30 mmol) in N,N-dimethylformamide (1 mL) was heated in a sealed vial at 140° C. for 2 hours. The reaction was cooled, diluted with dichloromethane, washed with water (3×) and saturated brine, filtered and concentrated. Silica gel chromatography using hexanes:ethyl acetate:dichloromethane 3.5:0.5:4 afforded 3 mg (29%) of 3-(2-py... Starting materials: CCCc1c(C(=O)N(CC)CC)ccc(OC)c1OC, NOS(=O)(=O)O, O=S=O. Product: CCCc1c(OC)c(OC)cc(S(N)(=O)=O)c1C(=O)N(CC)CC. Reaction SMILES: [CH3:1][O:2][c:3]1[c:4]([CH2:18][CH2:19][CH3:20])[c:5]([C:6](=[O:7])[N:8]([CH2:9][CH3:10])[CH2:11][CH3:12])[cH:13][cH:14][c:15]1[O:16][CH3:17].[NH2:24][O:25][S:26]([OH:27])(=[O:28])=[O:29].[O:21]=[S:22]=[O:23]>>[CH3:1][O:2][c:3]1[c:4]([CH2:18][CH2:19][CH3:20])[c:5]([C:6](=[O:7])[N:8]([CH2:9][CH3:10])[CH2:11][CH3:12])[c:13]([S:22](=[O:21])(=[O:23])[NH2:24])[cH:14][c:15]1[O:16][CH3:17]. The reactants are [Cl-].C(C1=CC=CC=C1)[N+]12CCCC(CC1)(C2)O (1-benzyl-5-hydroxy-1-azoniabicyclo[3.2.1]octane chloride), [H-].[Na+] (sodium hydride), title compound ( D8 ), BrCC (bromoethane). Run in CN(C)C=O (DMF). Conditions: time 40 minute. Product: [Cl-].C(C1=CC=CC=C1)[N+]12CCCC(CC1)(C2)OCC (1-Benzyl-5-ethoxy-1-azoniabicyclo[3.2.1]octane chloride). Reaction SMILES: [Cl-:1].[CH2:2]([N+:9]12[CH2:16][C:13]([OH:17])([CH2:14][CH2:15]1)[CH2:12][CH2:11][CH2:10]2)[C:3]1[CH:8]=[CH:7][CH:6]=[CH:5][CH:4]=1.[H-].[Na+].Br[CH2:21][CH3:22]>CN(C=O)C>[Cl-:1].[CH2:2]([N+:9]12[CH2:16][C:13]([O:17][CH2:21][CH3:22])([CH2:14][CH2:15]1)[CH2:12][CH2:11][CH2:10]2)[C:3]1[CH:4]=[CH:5][CH:6]=[CH:7][CH:8]=1 |f:0.1,2.3,6.7|. Procedure: A solution of 1-benzyl-5-hydroxy-1-azoniabicyclo[3.2.1]octane chloride (D7a, 3.05 g, 0.012 mole) in dry DMF (100 ml) under nitrogen was treated with sodium hydride (600mg of 80% oil dispersion, 0.020 mole) and stirred at room temperature for 40 min. The mixture was then treated with bromoethane (4.7 ml, 0.063 mole) and stirred at room temperature for 16h. The excess sodium hydride was destroyed by addition of ethanol (5 ml) and the mixture acidified with glacial acetic acid (5 ml) and then conce... As a reaction SMILES: [CH:1]#[C:2][CH:3]([OH:9])[CH2:4]/[CH:5]=[CH:6]\[CH2:7][CH3:8].[C:10]1([C:16](Br)([C:23]2[CH:28]=[CH:27][CH:26]=[CH:25][CH:24]=2)[C:17]2[CH:22]=[CH:21][CH:20]=[CH:19][CH:18]=2)[CH:15]=[CH:14][CH:13]=[CH:12][CH:11]=1>>[C:10]1([C:16]([C:23]2[CH:28]=[CH:27][CH:26]=[CH:25][CH:24]=2)([C:17]2[CH:22]=[CH:21][CH:20]=[CH:19][CH:18]=2)[O:9][CH:3]([CH2:4]/[CH:5]=[CH:6]\[CH2:7][CH3:8])[C:2]#[CH:1])[CH:15]=[CH:14][CH:13]=[CH:12][CH:11]=1. Procedure: Treatment of 22 g. of cis-oct-5-en-1-yne-3-ol, prepared according to the procedure of J. Fried, C. H. Lin, J. C. Sih, F. Dalven, G. F. Cooper, J. Amer. Chem. Soc., 94, 4342 (1972), with 58 g. of triphenylmethyl bromide in 100 ml. of pyridine and purification on Florisil, all as described in Example 728 gives the title compound. Product: C1(=CC=CC=C1)C(OC(C#C)C\C=C/CC)(C1=CC=CC=C1)C1=CC=CC=C1 (3-triphenylmethoxy-cis-oct-5-en-1-yne). Starting materials: C#CC(C\C=C/CC)O (cis-oct-5-en-1-yne-3-ol), C1(=CC=CC=C1)C(C1=CC=CC=C1)(C1=CC=CC=C1)Br (triphenylmethyl bromide). Starting materials: ClC1=NC(=NC(=N1)Cl)Cl (2,4,6-trichloro-1,3,5-triazine), NCCN1CCCCC1 (1-(2-Aminoethyl)piperidine). Yields the product ClC1=NC(=NC(=N1)Cl)NCCN1CCCCC1 (4,6-dichloro-N-(2-(piperidin-1-yl)ethyl)-1,3,5-triazin-2-amine). Reaction SMILES: Cl[C:2]1[N:7]=[C:6]([Cl:8])[N:5]=[C:4]([Cl:9])[N:3]=1.[NH2:10][CH2:11][CH2:12][N:13]1[CH2:18][CH2:17][CH2:16][CH2:15][CH2:14]1>>[Cl:9][C:4]1[N:5]=[C:6]([Cl:8])[N:7]=[C:2]([NH:10][CH2:11][CH2:12][N:13]2[CH2:18][CH2:17][CH2:16][CH2:15][CH2:14]2)[N:3]=1. Procedure details: Following the general procedure A, 2,4,6-trichloro-1,3,5-triazine was coupled with 1-(2-Aminoethyl)piperidine with reaction time of 2 h. Purification by column chromatography gave the title compound. Reactants: C(C1=CC=CC=C1)OC=1C=CC(=NC1)C1CO1 (5-benzyloxy-2-(1,2-epoxyethyl)pyridine), C(C)(C)(C)N (tert-butylamine). Procedure: To a solution of 20.7 g. (0.091 mole) of 5-benzyloxy-2-(1,2-epoxyethyl)pyridine in 250 ml. of methanol, 25 ml. of tert-butylamine was added and the resulting solution was heated at the reflux temperature for 2.5 hours. The solvent and the excess tert-butylamine were evaporated in vacuo to give after recrystallization from hexanes, 17.3 g. (61%) of 5-benzyloxy-2-(1-hydroxy-2-tert-butylaminoethyl)pyridine; m.p. 69°-73° C. Solvent: CO (methanol). As a reaction SMILES: [CH2:1]([O:8][C:9]1[CH:10]=[CH:11][C:12]([CH:15]2[O:17][CH2:16]2)=[N:13][CH:14]=1)[C:2]1[CH:7]=[CH:6][CH:5]=[CH:4][CH:3]=1.[C:18]([NH2:22])([CH3:21])([CH3:20])[CH3:19]>CO>[CH2:1]([O:8][C:9]1[CH:10]=[CH:11][C:12]([CH:15]([OH:17])[CH2:16][NH:22][C:18]([CH3:21])([CH3:20])[CH3:19])=[N:13][CH:14]=1)[C:2]1[CH:3]=[CH:4][CH:5]=[CH:6][CH:7]=1. The product is C(C1=CC=CC=C1)OC=1C=CC(=NC1)C(CNC(C)(C)C)O (5-Benzyloxy-2-(1-hydroxy-2-tert-butylaminoethyl)-pyridine).